From a dataset of the Open Reaction Database (ORD), a public repository of structured organic reaction records. describe an organic reaction: reactants, conditions, products, and yield Reactants: BrC=1C=CC(=NC1)I (5-bromo-2-iodopyridine), C(C)(C)[Mg] (isopropylmagnesium), CN(C)C=O (DMF). The solvent is C1CCOC1 (THF). Run at time 2 hour. The product is BrC=1C=CC(=NC1)C=O (5-Bromo-pyridine-2-carbaldehyde). The yield is 91.4%. Reaction SMILES: [Br:1][C:2]1[CH:3]=[CH:4][C:5](I)=[N:6][CH:7]=1.C([Mg])(C)C.CN([CH:16]=[O:17])C>C1COCC1>[Br:1][C:2]1[CH:3]=[CH:4][C:5]([CH:16]=[O:17])=[N:6][CH:7]=1. Procedure: To a solution of 5-bromo-2-iodopyridine (14.2 g, 50 mmol) in dry THF (160 mL) was added dropwise isopropylmagnesium (30 mL, 60 mmol) at −20 degrees Celsius under N2. After addition, the reaction mixture was stirred for about 2 h at the same temperature, and then DMF (5.11 g, 70 mmol) was added while keeping the temperature under 0 degrees Celsius. The reaction temperature was allowed to rise to rt and stirred for 1 hour, quenched with saturated ammonium chloride (10 ml), and then the solution pH...